This data is from the Open Reaction Database (ORD), a public repository of structured organic reaction records. The task is: describe an organic reaction: reactants, conditions, products, and yield Reactants: O.O.[Cl-].[Ca+2].[Cl-] (calcium chloride dihydrate), C1(O)=CC=C(O)C=C1 (hydroquinone), C(CC)C(C(=O)[O-])=CCC.[Na+] (sodium 2-propyl-2-pentenoate). Run in O (water), O (water). Yields the product C(CC)C(C(=O)[O-])=CCC.[Ca+2].C(CC)C(C(=O)[O-])=CCC (calcium 2-propyl-2-pentenoate). Yield: 58.0%. Reaction SMILES: [CH2:1]([C:4](=[CH:8][CH2:9][CH3:10])[C:5]([O-:7])=[O:6])[CH2:2][CH3:3].[Na+].O.O.[Cl-].[Ca+2:15].[Cl-].C1(C=CC(O)=CC=1)O>O>[CH2:8]([C:4](=[CH:1][CH2:2][CH3:3])[C:5]([O-:7])=[O:6])[CH2:9][CH3:10].[Ca+2:15].[CH2:8]([C:4](=[CH:1][CH2:2][CH3:3])[C:5]([O-:7])=[O:6])[CH2:9][CH3:10] |f:0.1,2.3.4.5.6,9.10.11|. Procedure: 5 g of sodium 2-propyl-2-pentenoate, E isomer, are stirred in 20 ml of boiled water and a solution of 2.29 g of calcium chloride dihydrate in 10 ml of boiled water is added in the presence of an antioxidant (hydroquinone). The precipitate obtained is filtered off and washed with water and acetone. 2.85 g of calcium 2-propyl-2-pentenoate, E isomer, are obtained. The reactants are C(=O)C=1N(C=CN1)C (2-formyl-1-methylimidazole), O (water), [Cl-].COC=1C=C2C(=C(C(=NC2=CC1OC)C[P+](C1=CC=CC=C1)(C1=CC=CC=C1)C1=CC=CC=C1)C(=O)OCC)C1=CC(=C(C=C1)OC)OC ([6,7-Dimethoxy-4-(3,4-dimethoxyphenyl)-3-ethoxycarbonylquinolin-2-yl]methyltriphenylphosphonium chloride), [O-]CC.[Na+] (sodium ethoxide). Solvent: C(C)O (ethanol), C(C)O (ethanol). Reaction conditions: time 3 hour. The product is COC=1C=C2C(=C(C(=NC2=CC1OC)\C=C\C=1N(C=CN1)C)C(=O)OCC)C1=CC(=C(C=C1)OC)OC (ethyl (E)-6,7-dimethoxy-4-(3,4-dimethoxyphenyl)-2-[2-(1-methylimidazol-2-yl)vinyl]quinoline-3-carboxylate). Isolated yield 67.1%. As a reaction SMILES: [Cl-].[CH3:2][O:3][C:4]1[CH:5]=[C:6]2[C:11](=[CH:12][C:13]=1[O:14][CH3:15])[N:10]=[C:9]([CH2:16][P+](C1C=CC=CC=1)(C1C=CC=CC=1)C1C=CC=CC=1)[C:8]([C:36]([O:38][CH2:39][CH3:40])=[O:37])=[C:7]2[C:41]1[CH:46]=[CH:45][C:44]([O:47][CH3:48])=[C:43]([O:49][CH3:50])[CH:42]=1.[O-]CC.[Na+].[CH:55]([C:57]1[N:58]([CH3:62])[CH:59]=[CH:60][N:61]=1)=O.O>C(O)C>[CH3:2][O:3][C:4]1[CH:5]=[C:6]2[C:11](=[CH:12][C:13]=1[O:14][CH3:15])[N:10]=[C:9](/[CH:16]=[CH:55]/[C:57]1[N:58]([CH3:62])[CH:59]=[CH:60][N:61]=1)[C:8]([C:36]([O:38][CH2:39][CH3:40])=[O:37])=[C:7]2[C:41]1[CH:46]=[CH:45][C:44]([O:47][CH3:48])=[C:43]([O:49][CH3:50])[CH:42]=1 |f:0.1,2.3|. Reported procedure: [6,7-Dimethoxy-4-(3,4-dimethoxyphenyl)-3-ethoxycarbonylquinolin-2-yl]methyltriphenylphosphonium chloride (17.4 g) was added at room temperature to a solution of sodium ethoxide in ethanol (prepared from Na (0.62 g) and ethanol (150 ml)). Then a solution of 2-formyl-1-methylimidazole (3.7 g) in ethanol (20 ml) was added dropwise. The mixture was stirred at room temperature for 3 hours, poured into water and extracted with ethyl acetate. The ethyl acetate layer was washed with water and dried over... The reactants are C(C)=C1C([C@]2(CC)[C@@H](C1)[C@@H]1CCC=3C=C(C=CC3[C@H]1CC2)OC)=O (16-ethylidene-3-methoxy-18-methyl-1,3,5(10)-estratrien-17-one). Reagents/catalysts: [Pd] (palladium charcoal). Run in C(C)O (ethanol). Product: C(C)[C@@H]1C([C@]2(CC)[C@@H](C1)[C@@H]1CCC=3C=C(C=CC3[C@H]1CC2)OC)=O (16β-ethyl-3-methoxy-18-methyl-1,3,5(10)-estratrien-17-one). The yield is 99.4%. As a reaction SMILES: [CH:1](=[C:3]1[CH2:9][C@H:8]2[C@H:10]3[C@H:19]([CH2:20][CH2:21][C@:5]2([CH2:6][CH3:7])[C:4]1=[O:24])[C:18]1[CH:17]=[CH:16][C:15]([O:22][CH3:23])=[CH:14][C:13]=1[CH2:12][CH2:11]3)[CH3:2]>C(O)C.[Pd]>[CH2:1]([C@H:3]1[CH2:9][C@H:8]2[C@H:10]3[C@H:19]([CH2:20][CH2:21][C@:5]2([CH2:6][CH3:7])[C:4]1=[O:24])[C:18]1[CH:17]=[CH:16][C:15]([O:22][CH3:23])=[CH:14][C:13]=1[CH2:12][CH2:11]3)[CH3:2]. Reported procedure: A solution of 1.3 g of 16-ethylidene-3-methoxy-18-methyl-1,3,5(10)-estratrien-17-one in 180 ml of ethanol is hydrogenated, after adding 130 mg of 10% palladium charcoal, at room temperature and normal pressure. After absorbing 115 ml of hydrogen the reaction product is filtered off from the catalyst and the filtrate concentrated. Crystallization from methanol yields 1.3 g of 16β-ethyl-3-methoxy-18-methyl-1,3,5(10)-estratrien-17-one, m.p. 101°-102° C. Reactants: CCOCC, CC(=O)OC(C)=O, Cc1ccccc1, Cc1c(F)c(F)c(-n2ncc(C#N)c2N)c(F)c1F. The product is CC(=O)N(C(C)=O)c1c(C#N)cnn1-c1c(F)c(F)c(C)c(F)c1F. Reaction SMILES: [CH3:20][CH2:21][O:22][CH2:23][CH3:24].[CH3:25][C:26](=[O:27])[O:28][C:29](=[O:30])[CH3:31].[CH3:32][c:33]1[cH:34][cH:35][cH:36][cH:37][cH:38]1.[NH2:1][c:2]1[c:3]([C:18]#[N:19])[cH:4][n:5][n:6]1-[c:7]1[c:8]([F:17])[c:9]([F:16])[c:10]([CH3:15])[c:11]([F:14])[c:12]1[F:13]>>[N:1]([c:2]1[c:3]([C:18]#[N:19])[cH:4][n:5][n:6]1-[c:7]1[c:8]([F:17])[c:9]([F:16])[c:10]([CH3:15])[c:11]([F:14])[c:12]1[F:13])([C:23](=[O:22])[CH3:24])[C:26]([CH3:25])=[O:27]. Reactants: O1C(COC=2C=CC=C3CCCSC23)C1 (8-(2,3-epoxy propyloxy) thiochroman), C(C)(C)N (isopropylamine). Run in O1CCOCC1 (dioxan). The product is C(C)(C)NCC(COC=1C=CC=C2CCCSC12)O (8-(3-isopropylamino-2-hydroxy propyloxy) thiochroman). Reaction SMILES: [O:1]1[CH2:15][CH:2]1[CH2:3][O:4][C:5]1[CH:6]=[CH:7][CH:8]=[C:9]2[C:14]=1[S:13][CH2:12][CH2:11][CH2:10]2.[CH:16]([NH2:19])([CH3:18])[CH3:17]>O1CCOCC1>[CH:16]([NH:19][CH2:15][CH:2]([OH:1])[CH2:3][O:4][C:5]1[CH:6]=[CH:7][CH:8]=[C:9]2[C:14]=1[S:13][CH2:12][CH2:11][CH2:10]2)([CH3:18])[CH3:17]. Procedure: A mixture of 6.9 g of crude 8-(2,3-epoxy propyloxy) thiochroman prepared as described above, 26 ml of isopropylamine and 53 ml of dry dioxan were refluxed for 20 hours. The reaction mixture was then evaporated to dryness, under vacuum. The residue was taken up with chloroform and diluted hydrochloric acid. The acid aqueous phase was made alkaline with an aqueous sodium hydroxide solution. There were obtained 4.6 g of dl 8-(3-isopropylamino-2-hydroxy propyloxy) thiochroman, melting (K) at 90° to ... Reactants: [Br-], C1CCOC1, CC[Mg+], COc1c(C(=O)O)ccc2ccccc12. The product is CCc1c(C(=O)O)ccc2ccccc12. As a reaction SMILES: [Br-:1].[CH2:20]1[O:21][CH2:22][CH2:23][CH2:24]1.[CH2:2]([CH3:3])[Mg+:4].[CH3:5][O:6][c:7]1[c:8]([C:17](=[O:18])[OH:19])[cH:9][cH:10][c:11]2[cH:12][cH:13][cH:14][cH:15][c:16]12>>[CH2:2]([CH3:3])[c:7]1[c:8]([C:17](=[O:18])[OH:19])[cH:9][cH:10][c:11]2[cH:12][cH:13][cH:14][cH:15][c:16]12. Reactants: FC(F)(F)c1ccc(-c2cc(C(F)(F)F)nc(Cl)n2)cn1, Ic1c[nH]cn1. Yields the product FC(F)(F)c1ccc(-c2cc(C(F)(F)F)nc(-n3cnc(I)c3)n2)cn1. RXN SMILES: [Cl:1][c:2]1[n:3][c:4](-[c:12]2[cH:13][n:14][c:15]([C:18]([F:19])([F:20])[F:21])[cH:16][cH:17]2)[cH:5][c:6]([C:8]([F:9])([F:10])[F:11])[n:7]1.[I:22][c:23]1[n:24][cH:25][nH:26][cH:27]1>>[c:2]1(-[n:26]2[cH:25][n:24][c:23]([I:22])[cH:27]2)[n:3][c:4](-[c:12]2[cH:13][n:14][c:15]([C:18]([F:19])([F:20])[F:21])[cH:16][cH:17]2)[cH:5][c:6]([C:8]([F:9])([F:10])[F:11])[n:7]1.